Dataset: the Open Reaction Database (ORD), a public repository of structured organic reaction records. Task: describe an organic reaction: reactants, conditions, products, and yield Starting materials: C(C)N(CCO)CC (diethylethanolamine), O=C1C2=C(C=CC3=C1C=CC(=C3)C(=O)OCCN(C)C)C=CC=C2 (β-N,N-dimethylaminoethyl (5-oxo-5H-dibenzo[a,d]cyclohepten-2-yl)carboxylate). Product: O=C1C2=C(C=CC3=C1C=CC(=C3)C(=O)OCCN(CC)CC)C=CC=C2 (β-N,N-diethylaminoethyl (5-oxo-5H-dibenzo[a,d]cyclohepten-2-yl)carboxylate). RXN SMILES: [CH2:1]([N:3]([CH2:7][CH3:8])[CH2:4][CH2:5][OH:6])[CH3:2].[O:9]=[C:10]1[C:16]2[CH:17]=[CH:18][C:19]([C:21](OCCN(C)C)=[O:22])=[CH:20][C:15]=2[CH:14]=[CH:13][C:12]2[CH:29]=[CH:30][CH:31]=[CH:32][C:11]1=2>>[O:9]=[C:10]1[C:16]2[CH:17]=[CH:18][C:19]([C:21]([O:6][CH2:5][CH2:4][N:3]([CH2:7][CH3:8])[CH2:1][CH3:2])=[O:22])=[CH:20][C:15]=2[CH:14]=[CH:13][C:12]2[CH:29]=[CH:30][CH:31]=[CH:32][C:11]1=2. Procedure: In similar manner substituting diethylethanolamine for the dimethylethanolamine, there is obtained β-N,N-diethylaminoethyl (5-oxo-5H-dibenzo[a,d]cyclohepten-2-yl)carboxylate. The reactants are NC=1C(N(C(=CC1CC1CCCCC1)C)CC(=O)OC)=O (methyl 3-amino-4-(cyclohexylmethyl)-6-methyl-2-oxo-1,2-dihydropyridine-1-acetate), ClC(=O)OCC1=CC=CC=C1 (phenylmethyl chloroformate). Product: C1(CCCCC1)CC1=C(C(N(C(=C1)C)CC(=O)OC)=O)NC(=O)OCC1=CC=CC=C1 (Methyl 4-(cyclohexylmethyl)-6-methyl-2-oxo-3-[[(phenylmethoxy)carbonyl]amino]-1,2-dihydropyridine-1-acetate). The yield is 57.0%. Reaction SMILES: [NH2:1][C:2]1[C:3](=[O:21])[N:4]([CH2:16][C:17]([O:19][CH3:20])=[O:18])[C:5]([CH3:15])=[CH:6][C:7]=1[CH2:8][CH:9]1[CH2:14][CH2:13][CH2:12][CH2:11][CH2:10]1.Cl[C:23]([O:25][CH2:26][C:27]1[CH:32]=[CH:31][CH:30]=[CH:29][CH:28]=1)=[O:24]>>[CH:9]1([CH2:8][C:7]2[CH:6]=[C:5]([CH3:15])[N:4]([CH2:16][C:17]([O:19][CH3:20])=[O:18])[C:3](=[O:21])[C:2]=2[NH:1][C:23]([O:25][CH2:26][C:27]2[CH:32]=[CH:31][CH:30]=[CH:29][CH:28]=2)=[O:24])[CH2:14][CH2:13][CH2:12][CH2:11][CH2:10]1. Procedure: 1.12 g (3.83 mmol of methyl 3-amino-4-(cyclohexylmethyl)-6-methyl-2-oxo-1,2-dihydropyridine-1-acetate are reacted with phenylmethyl chloroformate under the conditions described in Example 3. 0.93 g of product is obtained after purification by chromatography on a silica gel column, eluting with a dichloromethane:methanol (98:2) mixture. The reactants are C=O (formaldehyde), C(C1=CC=CC=C1)OC=1C(=NC(=NC1C)N)CCCCCCCCCC (5-(benzyloxy)-4-decyl-6-methylpyrimidin-2-amine), [BH3-]C#N.[Na+] (NaCNBH3). Solvent: CO (methanol). Run at temperature 23 celsius, time 3 hour. Yields the product C(C1=CC=CC=C1)OC=1C(=NC(=NC1C)N(C)C)CCCCCCCCCC (5-(benzyloxy)-4-decyl-N,N,6-trimethylpyrimidin-2-amine). Reaction SMILES: [CH2:1]([O:8][C:9]1[C:10]([CH2:17][CH2:18][CH2:19][CH2:20][CH2:21][CH2:22][CH2:23][CH2:24][CH2:25][CH3:26])=[N:11][C:12](N)=[N:13][C:14]=1[CH3:15])[C:2]1[CH:7]=[CH:6][CH:5]=[CH:4][CH:3]=1.[CH2:27]=O.[BH3-][C:30]#[N:31].[Na+]>CO>[CH2:1]([O:8][C:9]1[C:10]([CH2:17][CH2:18][CH2:19][CH2:20][CH2:21][CH2:22][CH2:23][CH2:24][CH2:25][CH3:26])=[N:11][C:12]([N:31]([CH3:30])[CH3:27])=[N:13][C:14]=1[CH3:15])[C:2]1[CH:7]=[CH:6][CH:5]=[CH:4][CH:3]=1 |f:2.3|. Procedure details: To a stirred solution containing 305 mg (0.86 mmol) of 5-(benzyloxy)-4-decyl-6-methylpyrimidin-2-amine in 3 mL of methanol were added 3 mL of 35% aq. formaldehyde followed by 271 mg (4.30 mmol) of NaCNBH3. The reaction mixture was stirred at 23° C. for 3 h. The reaction mixture was quenched with acetic acid until bubbling ceased then poured into 20 mL of water and extracted with two 40-mL portions of ethyl acetate. The combined organic layer was washed with one 40-mL portion of saturated aq. NaH... Reactants: B, CSC, N#CCCc1cccc(F)c1. Product: NCCCc1cccc(F)c1. As a reaction SMILES: [BH3:15].[CH3:12][S:13][CH3:14].[F:1][c:2]1[cH:3][c:4]([CH2:8][CH2:9][C:10]#[N:11])[cH:5][cH:6][cH:7]1>>[F:1][c:2]1[cH:3][c:4]([CH2:8][CH2:9][CH2:10][NH2:11])[cH:5][cH:6][cH:7]1. Reactants: CC=1C(=C(C=CC1NC(C(F)(F)F)=O)O)[N+](=O)[O-] (3-methyl-2-nitro-4-trifluoroacetamidophenol). The reagents and catalysts are [Pd] (palladium-on-carbon). The solvent is CO (methanol). Reaction conditions: time 3 hour. Product: NC1=C(C=CC(=C1C)NC(C(F)(F)F)=O)O (2-amino-3-methyl-4-trifluoroacetamidophenol). Isolated yield 99.7%. RXN SMILES: [CH3:1][C:2]1[C:3]([N+:16]([O-])=O)=[C:4]([OH:15])[CH:5]=[CH:6][C:7]=1[NH:8][C:9](=[O:14])[C:10]([F:13])([F:12])[F:11]>CO.[Pd]>[NH2:16][C:3]1[C:2]([CH3:1])=[C:7]([NH:8][C:9](=[O:14])[C:10]([F:11])([F:12])[F:13])[CH:6]=[CH:5][C:4]=1[OH:15]. Reported procedure: A mixture of 3-methyl-2-nitro-4-trifluoroacetamidophenol (4.81 g, 18.21 mmol) and 10% palladium-on-carbon (0.45 g) in methanol (100 mL) is shaken under an atmosphere of hydrogen (50 psi) for three hours. The mixture is filtered through Celite and concentrated under reduced pressure to yield 4.25 g of 2-amino-3-methyl-4-trifluoroacetamidophenol as a red solid. Reactants: COC(=N)NC(=O)OCc1ccccc1, Cc1ccccc1, NCCCCCCCCN. Yields the product N=C(NCCCCCCCCN)NC(=O)OCc1ccccc1. RXN SMILES: [CH2:1]([c:2]1[cH:3][cH:4][cH:5][cH:6][cH:7]1)[O:8][C:9](=[O:10])[NH:11][C:12]([O:13][CH3:14])=[NH:15].[CH3:26][c:27]1[cH:28][cH:29][cH:30][cH:31][cH:32]1.[NH2:16][CH2:17][CH2:18][CH2:19][CH2:20][CH2:21][CH2:22][CH2:23][CH2:24][NH2:25]>>[CH2:1]([c:2]1[cH:3][cH:4][cH:5][cH:6][cH:7]1)[O:8][C:9](=[O:10])[NH:11][C:12](=[NH:15])[NH:25][CH2:24][CH2:23][CH2:22][CH2:21][CH2:20][CH2:19][CH2:18][CH2:17][NH2:16]. Starting materials: [Cl-].[Ba+2].[Cl-] (barium chloride), [Na+].S(=O)(=O)(O)C=1C=C(C=C(C(=O)[O-])C1)C(=O)[O-].[Na+] (5-sulfoisophthalic acid sodium salt), ion, [Na] (sodium). Run in ion, O (water), O (water), O (water). Run at temperature 30 celsius. Yields the product [Ba+2].S(=O)(=O)(O)C=1C=C(C=C(C(=O)[O-])C1)C(=O)[O-] (5-sulfoisophthalic acid barium salt). RXN SMILES: [Na+].[S:2]([C:6]1[CH:7]=[C:8]([C:15]([O-:17])=[O:16])[CH:9]=[C:10]([CH:14]=1)[C:11]([O-:13])=[O:12])([OH:5])(=[O:4])=[O:3].[Na+].[Na].[Cl-].[Ba+2:21].[Cl-]>O>[Ba+2:21].[S:2]([C:6]1[CH:7]=[C:8]([C:15]([O-:17])=[O:16])[CH:9]=[C:10]([CH:14]=1)[C:11]([O-:13])=[O:12])([OH:5])(=[O:4])=[O:3] |f:0.1.2,4.5.6,8.9,^1:18|. Procedure details: 268 Grams of 5-sulfoisophthalic acid sodium salt were placed together with 1600 g of ion exchanged water in a reactor equipped with a stirrer. The contents in the reactor were heated with stirring to 80° C. so that the sodium salt was dissolved in water. A solution of barium chloride dissolved in an amount of 104 g into 900 ml of ion exchanged water was then gradually added dropwise to the thus obtained solution. The resulting mixture was cooled to 30° C. and filtered to separate white precipita...